From a dataset of the Open Reaction Database (ORD), a public repository of structured organic reaction records. describe an organic reaction: reactants, conditions, products, and yield RXN SMILES: [CH3:1][O:2][C:3]([CH:5]1[CH2:9][N:8](C(OCC2C=CC=CC=2)=O)[CH:7]2[CH2:20][CH2:21][N:22]([C:23](=[O:39])[CH:24]([NH:31][C:32]([O:34][C:35]([CH3:38])([CH3:37])[CH3:36])=[O:33])[CH:25]3[CH2:30][CH2:29][CH2:28][CH2:27][CH2:26]3)[CH:6]12)=[O:4]>CO.[Pd]>[CH3:1][O:2][C:3]([CH:5]1[CH2:9][NH:8][CH:7]2[CH2:20][CH2:21][N:22]([C:23](=[O:39])[CH:24]([NH:31][C:32]([O:34][C:35]([CH3:37])([CH3:36])[CH3:38])=[O:33])[CH:25]3[CH2:30][CH2:29][CH2:28][CH2:27][CH2:26]3)[CH:6]12)=[O:4]. Isolated yield 99.9%. Run at time 1.5 hour. The reactants are COC(=O)C1C2C(N(C1)C(=O)OCC1=CC=CC=C1)CCN2C(C(C2CCCCC2)NC(=O)OC(C)(C)C)=O (4-(2-tert-Butoxycarbonylamino-2-cyclohexyl-acetyl)-hexahydro-pyrrolo[3,2-b]pyrrole-1,3-dicarboxylic acid 1-benzyl ester 3-methyl ester). Reagents/catalysts: [Pd] (Pd/C). Product: COC(=O)C1C2C(NC1)CCN2C(C(C2CCCCC2)NC(=O)OC(C)(C)C)=O (4-(2-tert-Butoxycarbonylamino-2-cyclohexyl-acetyl)-octahydro-pyrrolo[3,2-b]pyrrole-3-carboxylic acid methyl ester). Procedure details: A solution of 16 (1.2 g, 2.2 mmol) in MeOH (30 mL) was treated with Pd/C (10% wet, 354 mg) and placed under H2 (50 psi) using a Parr apparatus. After 1.5 h, the reaction mixture was filtered through syringe filter disc (Acrodisc-PSF-0.45 μM) and rinsed with MeOH. The filtrate was concentrated to afford crude 27 (0.9 g) as a glassy solid which was used without further purification. 1H NMR (CDCl3, 300 MHz): δ5.23 (d, J=9.0 Hz, 1H), 4.83 (dd, J=2.1, 6.0 Hz, 1H), 4.32-4.21 (m, 2H), 4.03 (app t, J=9.... Run in CO (MeOH). The reactants are OC1=C(C(=O)O)C=CC=C1O (2,3-dihydroxybenzoic acid), [OH-].C(C)[N+](CC)(CC)CC (tetraethylammonium hydroxide). The solvent is O (water). The product is OC1=C(C(=O)[O-])C=CC=C1O.C(C)[N+](CC)(CC)CC (Tetraethylammonium 2,3-Dihydroxybenzoate). As a reaction SMILES: [OH:1][C:2]1[C:10]([OH:11])=[CH:9][CH:8]=[CH:7][C:3]=1[C:4]([OH:6])=[O:5].[OH-].[CH2:13]([N+:15]([CH2:20][CH3:21])([CH2:18][CH3:19])[CH2:16][CH3:17])[CH3:14]>O>[OH:1][C:2]1[C:10]([OH:11])=[CH:9][CH:8]=[CH:7][C:3]=1[C:4]([O-:6])=[O:5].[CH2:13]([N+:15]([CH2:20][CH3:21])([CH2:18][CH3:19])[CH2:16][CH3:17])[CH3:14] |f:1.2,4.5|. Reported procedure: To 20 g of water and 3.08 g of 2,3-dihydroxybenzoic acid (20 mmole) at 20° C. was added a 35 weight % solution of tetraethylammonium hydroxide to adjust the pH to 7.9 (8.1 g required, ˜20 mmole). The resulting solution was freeze dried to yield a tan colored free-flowing powder. Reactants: O (water), CN(/C=C/C1=C(C=C(C=N1)C=1C=NN(C1)C1CCN(CC1)C(=O)OC(C)(C)C)[N+](=O)[O-])C (tert-butyl 4-(4-{6-[(E)-2-(dimethylamino)ethenyl]-5-nitropyridin-3-yl}-1H-pyrazol-1-yl)piperidine-1-carboxylate), O.O.Cl[Sn]Cl (SnCl2.2H2O). Run in CCOC(=O)C (EtOAc), CCOC(=O)C (EtOAc). The product is ON1C=CC2=NC=C(C=C21)C=2C=NN(C2)C2CCN(CC2)C(=O)OC(C)(C)C (tert-butyl 4-[4-(1-hydroxy-1H-pyrrolo[3,2-b]pyridin-6-yl)-1H-pyrazol-1-yl]piperidine-1-carboxylate). Yield: 54.0%. Reaction SMILES: CN(C)/[CH:3]=[CH:4]/[C:5]1[N:10]=[CH:9][C:8]([C:11]2[CH:12]=[N:13][N:14]([CH:16]3[CH2:21][CH2:20][N:19]([C:22]([O:24][C:25]([CH3:28])([CH3:27])[CH3:26])=[O:23])[CH2:18][CH2:17]3)[CH:15]=2)=[CH:7][C:6]=1[N+:29]([O-])=[O:30].O.O.Cl[Sn]Cl.O>CCOC(C)=O>[OH:30][N:29]1[C:6]2[C:5](=[N:10][CH:9]=[C:8]([C:11]3[CH:12]=[N:13][N:14]([CH:16]4[CH2:21][CH2:20][N:19]([C:22]([O:24][C:25]([CH3:26])([CH3:27])[CH3:28])=[O:23])[CH2:18][CH2:17]4)[CH:15]=3)[CH:7]=2)[CH:4]=[CH:3]1 |f:1.2.3|. Procedure: tert-butyl 4-(4-{6-[(E)-2-(dimethylamino)ethenyl]-5-nitropyridin-3-yl}-1H-pyrazol-1-yl)piperidine-1-carboxylate (366 mg, 0.81 mmol) and SnCl2.2H2O (966 mg, 4.26 mmol, 5.0 eq) in 3 ml of EtOAc were stirred at r.t. for 2 hours. EtOAc and water were added and layers were separated. The aqueous layer was extracted with EtOAc, washed with sat. NH4Cl and brine. After evaporation, the crude product was chromatographed (Mesh/DCM 1:20) to give a yellow solid, 170 mg, in 54% yield. Reactants: COC1=C(C(=O)O)C=C(C(=C1)N)S (2-methoxy-4-amino-5-mercaptobenzoic acid), [Na] (sodium), Cl (hydrochloric acid), CCOCC (ether), [Na] (sodium), C(C)OS(=O)(=O)[O-] (ethylsulfate). The solvent is O (water), O (water). Product: COC1=C(C(=S)O)C=C(C(=C1)N)CC (2-methoxy-4-amino-5-ethylthio benzoic acid). The yield is 88.0%. RXN SMILES: [CH3:1][O:2][C:3]1[CH:11]=[C:10]([NH2:12])[C:9](S)=[CH:8][C:4]=1[C:5]([OH:7])=O.[Na].C(O[S:18]([O-])(=O)=O)C.Cl.CCO[CH2:26][CH3:27]>O>[CH3:1][O:2][C:3]1[CH:11]=[C:10]([NH2:12])[C:9]([CH2:26][CH3:27])=[CH:8][C:4]=1[C:5]([OH:7])=[S:18] |^1:13|. Procedure: 159 g of 2-methoxy-4-amino-5-mercaptobenzoic acid, 355 cm3 of water and 160 cm3 of 30% sodium hydroxyde solution are placed in a flask fitted with a condenser. The mixture is heated until the solid dissolves, then 123 g of ethylsulfate is added. The mixture is heated to reflux, treated with 10 cm3 of 30% sodium hydroxyde solution, then heated to reflux for 1 hour. After cooling, 800 cm3 of water is added and the solution is filtered. The precipitate obtained by adding 100 cm3 of concentrated hyd... Reactants: Cc1ccccc1, CO, ClC(Cl)Cl, CC1CC2(CCN1C(=O)OCc1ccccc1)C(=N)NC(=O)N2c1cccc(F)c1, NC1CCCCC1. Product: CC1CC2(CCN1C(=O)OCc1ccccc1)C(NC1CCCCC1)=NC(=O)N2c1cccc(F)c1. As a reaction SMILES: [CH3:38][c:39]1[cH:40][cH:41][cH:42][cH:43][cH:44]1.[CH3:49][OH:50].[Cl:45][CH:46]([Cl:47])[Cl:48].[F:1][c:2]1[cH:3][c:4]([N:8]2[C:9](=[O:30])[NH:10][C:11](=[NH:29])[C:12]23[CH2:13][CH:14]([CH3:28])[N:15]([C:18](=[O:19])[O:20][CH2:21][c:22]2[cH:23][cH:24][cH:25][cH:26][cH:27]2)[CH2:16][CH2:17]3)[cH:5][cH:6][cH:7]1.[NH2:31][CH:32]1[CH2:33][CH2:34][CH2:35][CH2:36][CH2:37]1>>[F:1][c:2]1[cH:3][c:4]([N:8]2[C:9](=[O:30])[N:10]=[C:11]([NH:29][CH:32]3[CH2:33][CH2:34][CH2:35][CH2:36][CH2:37]3)[C:12]23[CH2:13][CH:14]([CH3:28])[N:15]([C:18](=[O:19])[O:20][CH2:21][c:22]2[cH:23][cH:24][cH:25][cH:26][cH:27]2)[CH2:16][CH2:17]3)[cH:5][cH:6][cH:7]1. Starting materials: COc1ccccc1CCl, CCO, CSC(=S)N1CCNCC1, [Na+], [Na+], O=C([O-])[O-]. The product is COc1ccccc1CN1CCN(C(=S)SC)CC1. RXN SMILES: [CH3:1][O:2][c:3]1[c:4]([CH2:5][Cl:6])[cH:7][cH:8][cH:9][cH:10]1.[CH3:27][CH2:28][OH:29].[N:11]1([C:17](=[S:18])[S:19][CH3:20])[CH2:12][CH2:13][NH:14][CH2:15][CH2:16]1.[Na+:21].[Na+:22].[O-:23][C:24](=[O:25])[O-:26]>>[CH3:1][O:2][c:3]1[c:4]([CH2:5][N:14]2[CH2:13][CH2:12][N:11]([C:17](=[S:18])[S:19][CH3:20])[CH2:16][CH2:15]2)[cH:7][cH:8][cH:9][cH:10]1.